describe an organic reaction: reactants, conditions, products, and yield From a dataset of the Open Reaction Database (ORD), a public repository of structured organic reaction records. Reactants: BrC=1C=C2C(=NC1)C(CN2C2=C(C(=NC1=CC(=CC=C21)F)C2=CC=CC(N2)=O)C)(C)C (6-(4-(6-bromo-3,3-dimethyl-2,3-dihydro-1H-pyrrolo[3,2-b]pyridin-1-yl)-7-fluoro-3-methylquinolin-2-yl)pyridin-2(1H)-one), CC(C)([O-])C.[Na+] (sodium tert-butoxide), N1CCOCC1 (morpholine), C1(CCCCC1)P(C1(C(=C(C=C(C1)C(C)C)C(C)C)C1=CC=CC=C1)C(C)C)C1CCCCC1 (2-(dicyclohexylphosphino)-2,4,6-tri-i-propyl-1,1-biphenyl). The reagents and catalysts are C=1C=CC(=CC1)/C=C/C(=O)/C=C/C2=CC=CC=C2.C=1C=CC(=CC1)/C=C/C(=O)/C=C/C2=CC=CC=C2.C=1C=CC(=CC1)/C=C/C(=O)/C=C/C2=CC=CC=C2.[Pd].[Pd] (Pd2dba3). The solvent is C1(=CC=CC=C1)C (toluene). Run at temperature 100 celsius, time 18 hour. Yields the product CC1(CN(C=2C1=NC=C(C2)N2CCOCC2)C2=C(C(=NC1=CC(=CC=C21)F)C2=CC=CC(N2)=O)C)C (6-(4-(3,3-dimethyl-6-(4-morpholinyl)-2,3-dihydro-1H-pyrrolo[3,2-b]pyridin-1-yl)-7-fluoro-3-methyl-2-quinolinyl)-2(1H)-pyridinone). As a reaction SMILES: Br[C:2]1[CH:3]=[C:4]2[N:10]([C:11]3[C:20]4[C:15](=[CH:16][C:17]([F:21])=[CH:18][CH:19]=4)[N:14]=[C:13]([C:22]4[NH:27][C:26](=[O:28])[CH:25]=[CH:24][CH:23]=4)[C:12]=3[CH3:29])[CH2:9][C:8]([CH3:31])([CH3:30])[C:5]2=[N:6][CH:7]=1.[NH:32]1[CH2:37][CH2:36][O:35][CH2:34][CH2:33]1.C1(P(C2CCCCC2)C2(C(C)C)CC(C(C)C)=CC(C(C)C)=C2C2C=CC=CC=2)CCCCC1.CC(C)([O-])C.[Na+]>C1(C)C=CC=CC=1.C1C=CC(/C=C/C(/C=C/C2C=CC=CC=2)=O)=CC=1.C1C=CC(/C=C/C(/C=C/C2C=CC=CC=2)=O)=CC=1.C1C=CC(/C=C/C(/C=C/C2C=CC=CC=2)=O)=CC=1.[Pd].[Pd]>[CH3:30][C:8]1([CH3:31])[C:5]2=[N:6][CH:7]=[C:2]([N:32]3[CH2:37][CH2:36][O:35][CH2:34][CH2:33]3)[CH:3]=[C:4]2[N:10]([C:11]2[C:20]3[C:15](=[CH:16][C:17]([F:21])=[CH:18][CH:19]=3)[N:14]=[C:13]([C:22]3[NH:27][C:26](=[O:28])[CH:25]=[CH:24][CH:23]=3)[C:12]=2[CH3:29])[CH2:9]1 |f:3.4,6.7.8.9.10|. Procedure: Prepared according to procedure N using 6-(4-(6-bromo-3,3-dimethyl-2,3-dihydro-1H-pyrrolo[3,2-b]pyridin-1-yl)-7-fluoro-3-methylquinolin-2-yl)pyridin-2(1H)-one (43.6 mg, 0.091 mmol), morpholine (0.016 mL, 0.18 mmol), Pd2dba3 (12.5 mg, 0.014 mmol), 2-(dicyclohexylphosphino)-2,4,6-tri-i-propyl-1,1-biphenyl (13.0 mg, 0.027 mmol), and sodium tert-butoxide (17.5 mg, 0.18 mmol) in toluene (1.5 mL). The reaction mixture was stirred 100° C. for 18 h. Purification afforded 6-(4-(3,3-dimethyl-6-(4-morpholi... Reactants: O.[OH-].[Li+] (lithium hydroxide monohydrate), C(=O)(C(=O)OC)C1=C(C=CC=C1)C1=CC=C(C=C1)CN(CCC)C1=C(C(=O)OCC)C=CC=N1 (ethyl 2-{N-[(2'-methoxalylbiphenyl-4-yl)methyl]-N-propylamino}nicotinate). Solvent: O (water), O1CCOCC1 (dioxane). Conditions: temperature 70 celsius, time 4 hour. Product: C(=O)(C(=O)O)C1=C(C=CC=C1)C1=CC=C(C=C1)CN(CCC)C1=C(C(=O)O)C=CC=N1 (2-{N-[(2'-Oxalobiphenyl-4-yl)methyl]-N-propylamino}nicotinic acid). The yield is 89.6%. RXN SMILES: O.[OH-].[Li+].[C:4]([C:10]1[CH:15]=[CH:14][CH:13]=[CH:12][C:11]=1[C:16]1[CH:21]=[CH:20][C:19]([CH2:22][N:23]([C:27]2[N:37]=[CH:36][CH:35]=[CH:34][C:28]=2[C:29]([O:31]CC)=[O:30])[CH2:24][CH2:25][CH3:26])=[CH:18][CH:17]=1)([C:6]([O:8]C)=[O:7])=[O:5]>O.O1CCOCC1>[C:4]([C:10]1[CH:15]=[CH:14][CH:13]=[CH:12][C:11]=1[C:16]1[CH:21]=[CH:20][C:19]([CH2:22][N:23]([C:27]2[N:37]=[CH:36][CH:35]=[CH:34][C:28]=2[C:29]([OH:31])=[O:30])[CH2:24][CH2:25][CH3:26])=[CH:18][CH:17]=1)([C:6]([OH:8])=[O:7])=[O:5] |f:0.1.2|. Procedure details: A solution of 350 mg of lithium hydroxide monohydrate dissolved in 10 ml of water was added to a solution of 0.70 g of ethyl 2-{N-[(2'-methoxalylbiphenyl-4-yl)methyl]-N-propylamino}nicotinate [prepared as described in step (a) above] dissolved in 5 ml of dioxane, and the resulting mixture was stirred at 70° C. for 4 hours. At the end of this time, the dioxane was removed by distillation under reduced pressure, and 8.33 ml of 1N aqueous hydrochloric acid were added to the residual aqueous solutio... The reactants are COC(=O)c1ccc(CBr)cc1, O=C([O-])[O-], CC#N, NC(=O)C1CCCCC1NS(=O)(=O)c1ccc(Cl)cc1, [Cs+], [Cs+]. The product is COC(=O)c1ccc(CN(C2CCCCC2C(N)=O)S(=O)(=O)c2ccc(Cl)cc2)cc1. As a reaction SMILES: [Br:21][CH2:22][c:23]1[cH:24][cH:25][c:26]([C:27](=[O:28])[O:29][CH3:30])[cH:31][cH:32]1.[C:33](=[O:34])([O-:35])[O-:36].[CH3:39][C:40]#[N:41].[Cl:1][c:2]1[cH:3][cH:4][c:5]([S:8](=[O:9])(=[O:10])[NH:11][CH:12]2[CH:13]([C:18](=[O:19])[NH2:20])[CH2:14][CH2:15][CH2:16][CH2:17]2)[cH:6][cH:7]1.[Cs+:37].[Cs+:38]>>[Cl:1][c:2]1[cH:3][cH:4][c:5]([S:8](=[O:9])(=[O:10])[N:11]([CH:12]2[CH:13]([C:18](=[O:19])[NH2:20])[CH2:14][CH2:15][CH2:16][CH2:17]2)[CH2:22][c:23]2[cH:24][cH:25][c:26]([C:27](=[O:28])[O:29][CH3:30])[cH:31][cH:32]2)[cH:6][cH:7]1. Reactants: BrC1=CC=C(C=C1)C1=NOC(=C1C1=CC(=C(C=C1)S(=O)(=O)C)F)C (3-(4-bromophenyl)-4-[3-fluoro-4-(methylsulfonyl)phenyl]-5-methylisoxazole), C(CCC)[Sn](C=1N=CSC1)(CCCC)CCCC (tributyl(1,3-thiazol-4-yl)tin). Reagents/catalysts: C=1C=CC(=CC1)[P](C=2C=CC=CC2)(C=3C=CC=CC3)[Pd]([P](C=4C=CC=CC4)(C=5C=CC=CC5)C=6C=CC=CC6)([P](C=7C=CC=CC7)(C=8C=CC=CC8)C=9C=CC=CC9)[P](C=1C=CC=CC1)(C=1C=CC=CC1)C=1C=CC=CC1 (tetrakis(triphenylphosphine)palladium). The solvent is C1(=CC=CC=C1)C (toluene). The product is FC=1C=C(C=CC1S(=O)(=O)C)C=1C(=NOC1C)C1=CC=C(C=C1)C=1N=CSC1 (4-[3-Fluoro-4-(methylsulfonyl)phenyl]-5-methyl-3-[4-(1,3-thiazol-4-yl)phenyl]isoxazole). Isolated yield 90.1%. Reaction SMILES: Br[C:2]1[CH:7]=[CH:6][C:5]([C:8]2[C:12]([C:13]3[CH:18]=[CH:17][C:16]([S:19]([CH3:22])(=[O:21])=[O:20])=[C:15]([F:23])[CH:14]=3)=[C:11]([CH3:24])[O:10][N:9]=2)=[CH:4][CH:3]=1.C([Sn](CCCC)(CCCC)[C:30]1[N:31]=[CH:32][S:33][CH:34]=1)CCC>C1(C)C=CC=CC=1.C1C=CC([P]([Pd]([P](C2C=CC=CC=2)(C2C=CC=CC=2)C2C=CC=CC=2)([P](C2C=CC=CC=2)(C2C=CC=CC=2)C2C=CC=CC=2)[P](C2C=CC=CC=2)(C2C=CC=CC=2)C2C=CC=CC=2)(C2C=CC=CC=2)C2C=CC=CC=2)=CC=1>[F:23][C:15]1[CH:14]=[C:13]([C:12]2[C:8]([C:5]3[CH:6]=[CH:7][C:2]([C:30]4[N:31]=[CH:32][S:33][CH:34]=4)=[CH:3][CH:4]=3)=[N:9][O:10][C:11]=2[CH3:24])[CH:18]=[CH:17][C:16]=1[S:19]([CH3:22])(=[O:21])=[O:20] |^1:53,55,74,93|. Procedure details: A mixture of 3-(4-bromophenyl)-4-[3-fluoro-4-(methylsulfonyl)phenyl]-5-methylisoxazole (219 mg, 0.53 mmol), tributyl(1,3-thiazol-4-yl)tin (200 mg, 0.53 mmol) and tetrakis(triphenylphosphine)palladium (62 mg, 0.053 mmol) in toluene (5 ml) was refluxed for 26 h. The mixture was evaporated and the obtained residue was chromatographed on a column of silica gel (40 g) as eluting with ethyl acetate/hexane (1/2) to give 198 mg of a white solid, which was recrystallized from ethyl acetate/hexane to affo... Starting materials: Intermediate 17, Intermediate 19, ClC1=C(C=NC=C1[N+](=O)[O-])C (4-chloro-3-methyl-5-nitro-pyridine), ClC1=C(C=NC=C1)[N+](=O)[O-] (4-chloro-3-nitropyridine), FC1=CC=C(N)C=C1 (4-fluoroaniline), NC1=NC=CC=C1 (2-aminopyridine), Intermediate 17. The product is FC1=CC=C(C=C1)N1N=NC=2C=NC=C(C21)C (1-(4-fluorophenyl)-7-methyl-1H-[1,2,3]triazolo[4,5-c]pyridine). Reaction SMILES: Cl[C:2]1[C:7]([N+:8]([O-])=O)=[CH:6][N:5]=[CH:4][C:3]=1[CH3:11].ClC1C=C[N:16]=CC=1[N+]([O-])=O.[F:22][C:23]1[CH:29]=[CH:28][C:26]([NH2:27])=[CH:25][CH:24]=1.NC1C=CC=CN=1>>[F:22][C:23]1[CH:29]=[CH:28][C:26]([N:27]2[C:2]3[C:3]([CH3:11])=[CH:4][N:5]=[CH:6][C:7]=3[N:8]=[N:16]2)=[CH:25][CH:24]=1. Reported procedure: The title compound was prepared in a manner analogous to Intermediate 17, Step 1 through Intermediate 19, Step 3 substituting 4-chloro-3-methyl-5-nitro-pyridine for 4-chloro-3-nitropyridine and 4-fluoroaniline for 2-aminopyridine in the synthesis of Intermediate 17, Step 1. MS (ESI) mass calcd. C12H9FN4, 228.1. m/z found, 229.1 [M+H]+. Starting materials: BrC=1C=C(CN2C=NC=C2)C=CC1 (1-(3-bromobenzyl)imidazole), C(C)(C)OC(C)C.CCCCCC (diisopropyl ether hexane), C(C)(C)NC(C)C (diisopropylamine), C(CCC)[Li].CCCCCC (n-butyllithium hexane), CC(C=O)(CC=C)C (2,2-dimethyl-4-pentenaldehyde). The solvent is O1CCCC1 (tetrahydrofuran), O1CCCC1 (THF), O (water), O1CCCC1 (THF). Run at temperature -70 celsius, time 30 minute. Product: C(C)(C)[N-]C(C)C.[Li+] (lithium diisopropylamide), BrC=1C=C(C=CC1)C(C(C(CC=C)(C)C)O)N1C=NC=C1 (1-(3-bromophenyl)-3,3-dimethyl-1-(1-imidazolyl)-5-hexen-2-ol). Isolated yield 74.4%. Reaction SMILES: [CH:1]([NH:4][CH:5]([CH3:7])[CH3:6])([CH3:3])[CH3:2].C([Li:12])CCC.CCCCCC.[Br:19][C:20]1[CH:21]=[C:22]([CH:29]=[CH:30][CH:31]=1)[CH2:23][N:24]1[CH:28]=[CH:27][N:26]=[CH:25]1.[CH3:32][C:33]([CH3:39])([CH2:36][CH:37]=[CH2:38])[CH:34]=[O:35].C(OC(C)C)(C)C.CCCCCC>O1CCCC1.O>[CH:1]([N-:4][CH:5]([CH3:7])[CH3:6])([CH3:3])[CH3:2].[Li+:12].[Br:19][C:20]1[CH:21]=[C:22]([CH:23]([N:24]2[CH:28]=[CH:27][N:26]=[CH:25]2)[CH:34]([OH:35])[C:33]([CH3:39])([CH3:32])[CH2:36][CH:37]=[CH2:38])[CH:29]=[CH:30][CH:31]=1 |f:1.2,5.6,9.10|. Procedure: A solution of lithium diisopropylamide was prepared in 40 ml of absolute tetrahydrofuran (THF) at -30° C. starting from 2.06 g (20.4 mmol) of diisopropylamine and 13.4 ml of 1.5 molar n-butyllithium/hexane solution (20 mmol). A solution of 4.75 g (20 mmol) of 1-(3-bromobenzyl)imidazole in 25 ml of absolute THF was added dropwise to this solution at -70° C. to -78° C., the mixture was stirred at about -70° C. for a further 30 minutes, a solution of 3.22 g of 70% purity (20 mmol) 2,2-dimethyl-4-pe... Starting materials: [Br-], CON(C)C(=O)C(CCC(=O)OC(C)(C)C)NC(=O)OC(C)(C)C, C=C[Mg+], C1CCOC1. Product: C=CC(=O)C(CCC(=O)OC(C)(C)C)NC(=O)OC(C)(C)C. Reaction SMILES: [Br-:25].[C:1]([CH3:2])([CH3:3])([CH3:4])[O:5][C:6](=[O:7])[NH:8][CH:9]([CH2:10][CH2:11][C:12](=[O:13])[O:14][C:15]([CH3:16])([CH3:17])[CH3:18])[C:19](=[O:20])[N:21]([O:22][CH3:23])[CH3:24].[CH:26](=[CH2:27])[Mg+:28].[O:29]1[CH2:30][CH2:31][CH2:32][CH2:33]1>>[C:1]([CH3:2])([CH3:3])([CH3:4])[O:5][C:6](=[O:7])[NH:8][CH:9]([CH2:10][CH2:11][C:12](=[O:13])[O:14][C:15]([CH3:16])([CH3:17])[CH3:18])[C:19](=[O:20])[CH:26]=[CH2:27]. Reaction SMILES: N[C@H:2](C(O)=O)CC(C)C.[Mg+2].[Cl-].[Cl-].[Cl-].[K+].[CH3:15][C:16]1([CH3:38])S[C@@H]2[C@H](NC([C@H](N)C3C=CC=CC=3)=O)C(=O)[N:18]2[C@H:17]1[C:35]([OH:37])=[O:36].O=C[C@H]([C@@H]([C@@H](CO)O)O)O>>[NH2:18][C@H:17]([C:35]([OH:37])=[O:36])[C:16]([CH3:38])([CH3:2])[CH3:15] |f:1.2.3,4.5|. Reaction conditions: time 20 minute. Yields the product N[C@@H](C(C)(C)C)C(=O)O (L-tert-leucine). Procedure details: A gene encoding the leucine dehydrogenase from B. stearothermophilus is subjected to mutagenesis by error-prone PCR according to the method of May et al. The error-prone PCR is performed in a 100 mL reaction mixture containing 0.25 ng of plasmid DNA as template dissolved in PCR buffer (10 mM TRIS, 1.5 mM MgCl2, 50 mM KCl, pH 8.3), and also containing 0.2 mM of each dNTP, 50 pmol of each primer and 2.5 units of Taq polymerase. Conditions for carrying out the PCR are as follows: 2 minutes at 94° C... The reactants are N[C@@H](CC(C)C)C(=O)O (leucine), II, CC1([C@@H](N2[C@H](S1)[C@@H](C2=O)NC(=O)[C@@H](C=3C=CC=CC3)N)C(=O)O)C (ampicillin), O=C[C@@H](O)[C@H](O)[C@H](O)CO (arabinose), CC1([C@@H](N2[C@H](S1)[C@@H](C2=O)NC(=O)[C@@H](C=3C=CC=CC3)N)C(=O)O)C (ampicillin), DNA, [Mg+2].[Cl-].[Cl-] (MgCl2), [Cl-].[K+] (KCl), N[C@@H](CC(C)C)C(=O)O (leucine).